From a dataset of the Open Reaction Database (ORD), a public repository of structured organic reaction records. describe an organic reaction: reactants, conditions, products, and yield Reactants: CC(=O)O, CC#N, CCOC(=O)CCC(CCCCNS(=O)(=O)c1ccc(Cl)cc1)CCOc1cccnc1, [Li+], [OH-], O. Product: O=C(O)CCC(CCCCNS(=O)(=O)c1ccc(Cl)cc1)CCOc1cccnc1. As a reaction SMILES: [CH3:35][C:36](=[O:37])[OH:38].[CH3:39][C:40]#[N:41].[Cl:1][c:2]1[cH:3][cH:4][c:5]([S:8](=[O:9])(=[O:10])[NH:11][CH2:12][CH2:13][CH2:14][CH2:15][CH:16]([CH2:17][CH2:18][C:19](=[O:20])[O:21][CH2:22][CH3:23])[CH2:24][CH2:25][O:26][c:27]2[cH:28][n:29][cH:30][cH:31][cH:32]2)[cH:6][cH:7]1.[Li+:34].[OH-:33].[OH2:42]>>[Cl:1][c:2]1[cH:3][cH:4][c:5]([S:8](=[O:9])(=[O:10])[NH:11][CH2:12][CH2:13][CH2:14][CH2:15][CH:16]([CH2:17][CH2:18][C:19](=[O:20])[OH:21])[CH2:24][CH2:25][O:26][c:27]2[cH:28][n:29][cH:30][cH:31][cH:32]2)[cH:6][cH:7]1. Starting materials: C[Si]([O-])(C)C.[K+] (Potassium trimethylsilanolate), Cl (Hydrochloric acid), BrC(C(=O)OC(C)(C)C)CCBr (tert-butyl 2,4-dibromobutyrate), C[Si]([O-])(C)C.[K+] (potassium trimethylsilanolate), ClC=1C=NNC1 (4-chloro-1H-pyrazole). Reagents/catalysts: BrC(C(=O)OC(C)(C)C)CCBr (tert-butyl 2,4-dibromobutyrate), BrC(C(=O)OC(C)(C)C)CCBr (tert-butyl 2,4-dibromobutyrate), BrC(C(=O)OC(C)(C)C)CCBr (tert-butyl 2,4-dibromobutyrate), C[Si]([O-])(C)C.[K+] (potassium trimethylsilanolate). Run in CC1OCCC1 (2-methyltetrahydrofuran), CC1OCCC1 (2-methyltetrahydrofuran). Conditions: time 5 minute. Yields the product ClC=1C=NN(C1)C1(CC1)C(=O)OC(C)(C)C (tert-butyl 1-(4-chloro-1H-pyrazol-1-yl)cyclopropanecarboxylate). Isolated yield 126.7%. Reaction SMILES: C[Si](C)(C)[O-].[K+].[Cl:7][C:8]1[CH:9]=[N:10][NH:11][CH:12]=1.Br[CH:14]([CH2:22][CH2:23]Br)[C:15]([O:17][C:18]([CH3:21])([CH3:20])[CH3:19])=[O:16].Cl>CC1CCCO1.BrC(CCBr)C(OC(C)(C)C)=O.C[Si](C)(C)[O-].[K+]>[Cl:7][C:8]1[CH:9]=[N:10][N:11]([C:14]2([C:15]([O:17][C:18]([CH3:21])([CH3:20])[CH3:19])=[O:16])[CH2:23][CH2:22]2)[CH:12]=1 |f:0.1,7.8|. Procedure: Into a flask was added potassium trimethylsilanolate (20.85 g, 146.31 mmol), 4-chloro-1H-pyrazole (15 g, 146.31 mmol) and 2-methyltetrahydrofuran (400 mL). The mixture was stirred for 5 min followed by the addition of tert-butyl 2,4-dibromobutyrate (27.84 mL, 146.31 mmol) over a period of 20 to 30 seconds. The reaction mixture was stirred for 60 min. Potassium trimethylsilanolate (20.85 g, 146.31 mmol) in 2-methyltetrahydrofuran (80 mL) was added over a period of 5 min. The reaction mixture was ... Reactants: O=c1[nH]ccc2c3[nH]c(-c4c(F)cccc4Cl)nc3c3ccc(Br)cc3c12, O=C([O-])[O-], CCO, Cc1ccccc1, CC1(C)OB(c2ccc(Cl)nc2)OC1(C)C, [Na+], [Na+]. Product: O=c1[nH]ccc2c3[nH]c(-c4c(F)cccc4Cl)nc3c3ccc(-c4ccc(Cl)nc4)cc3c12. Reaction SMILES: [Br:1][c:2]1[cH:3][c:4]2[c:5]([c:6]3[c:7]([c:8]4[cH:9][cH:10][nH:11][c:12](=[O:14])[c:13]24)[nH:15][c:16](-[c:18]2[c:19]([Cl:25])[cH:20][cH:21][cH:22][c:23]2[F:24])[n:17]3)[cH:26][cH:27]1.[C:44](=[O:45])([O-:46])[O-:47].[CH3:50][CH2:51][OH:52].[CH3:53][c:54]1[cH:55][cH:56][cH:57][cH:58][cH:59]1.[Cl:28][c:29]1[n:30][cH:31][c:32]([B:35]2[O:36][C:37]([CH3:38])([CH3:39])[C:40]([CH3:41])([CH3:42])[O:43]2)[cH:33][cH:34]1.[Na+:48].[Na+:49]>>[c:2]1(-[c:32]2[cH:31][n:30][c:29]([Cl:28])[cH:34][cH:33]2)[cH:3][c:4]2[c:5]([c:6]3[c:7]([c:8]4[cH:9][cH:10][nH:11][c:12](=[O:14])[c:13]24)[nH:15][c:16](-[c:18]2[c:19]([Cl:25])[cH:20][cH:21][cH:22][c:23]2[F:24])[n:17]3)[cH:26][cH:27]1. The reactants are CC=1C(=CC=2C(CCC(C2C1)(C)C)(C)C)SC1=C(C(=O)OCC)C=CC=N1 (ethyl 2 - (5,6,7,8-tetrahydro-3,5,5,8,8-pentamethyl-2-naphthylthio)nicotinate), CC=1C(=CC=2C(CCC(C2C1)(C)C)(C)C)SC1=C(C(=O)OCC)C=CC=N1 (ethyl 2 - (5,6,7,8-tetrahydro-3,5,5,8,8-pentamethyl-2-naphthylthio)nicotinate), [OH-].[K+] (KOH). Solvent: C(C)O (ethanol). Conditions: temperature 50 celsius, time 34 hour. Yields the product CC=1C(=CC=2C(CCC(C2C1)(C)C)(C)C)SC1=C(C(=O)O)C=CC=N1 (2-(5,6,7,8-Tetrahydro-3,5,5,8,8-pentamethyl-2-naphthylthio)nicotinic acid). The yield is 84.0%. As a reaction SMILES: [CH3:1][C:2]1[C:3]([S:16][C:17]2[N:27]=[CH:26][CH:25]=[CH:24][C:18]=2[C:19]([O:21]CC)=[O:20])=[CH:4][C:5]2[C:6]([CH3:15])([CH3:14])[CH2:7][CH2:8][C:9]([CH3:13])([CH3:12])[C:10]=2[CH:11]=1.[OH-].[K+]>C(O)C>[CH3:1][C:2]1[C:3]([S:16][C:17]2[N:27]=[CH:26][CH:25]=[CH:24][C:18]=2[C:19]([OH:21])=[O:20])=[CH:4][C:5]2[C:6]([CH3:15])([CH3:14])[CH2:7][CH2:8][C:9]([CH3:12])([CH3:13])[C:10]=2[CH:11]=1 |f:1.2|. Reported procedure: To a solution of ethyl 2 - (5,6,7,8-tetrahydro-3,5,5,8,8-pentamethyl-2-naphthylthio)nicotinate (Compound 12, 300 mg, 0.78mmol) and ethanol (8 mL) was added 2N KOH (2 mL) and the resulting solution stirred at 50° C. for 34 h. The solution was concentrated in vacuo, water added, and the mixture was acidified with 10% aqueous HCl. The product was extracted with methylene chloride (3×) and the combined organic extracts were washed with brine, dried (MgSO4), filtered and concentrated in vacuo. The so... Starting materials: 3-chloro-6-phenylpyridazinone, C1=CC=CC=C1 (benzene), C1(=CC=CC=C1)CC#N (phenylacetonitrile), [NH2-].[Na+] (sodium amide). The product is C1(=CC=CC=C1)C(C#N)C=1N=NC(=CC1)C1=CC=CC=C1 (2-phenyl-2-(6-phenyl-3-pyridazinyl)acetonitrile). The yield is 59.0%. RXN SMILES: [C:1]1([CH2:7][C:8]#[N:9])[CH:6]=[CH:5][CH:4]=[CH:3][CH:2]=1.[NH2-:10].[Na+].[CH:12]1[CH:17]=[CH:16][CH:15]=[CH:14][CH:13]=1>>[C:1]1([CH:7]([C:2]2[N:10]=[N:9][C:8]([C:12]3[CH:17]=[CH:16][CH:15]=[CH:14][CH:13]=3)=[CH:7][CH:1]=2)[C:8]#[N:9])[CH:6]=[CH:5][CH:4]=[CH:3][CH:2]=1 |f:1.2|. Procedure details: To a solution of 5.7 g. (0.03 mole) of 3-chloro-6-phenylpyridazinone and 4.1 g (0.035 mole) of phenylacetonitrile in 50 ml of dry benzene was gradually added 7.8 g (0.07 mole) of pulverized sodium amide. The mixture was slowly heated to 80° to 90° C. and maintained at this temperature for one hour. The resulting precipitate was filtered off, thoroughly washed with benzene and water, giving 4.8 g (59% yield) of 2-phenyl-2-(6-phenyl-3-pyridazinyl)acetonitrile in the form of pale yellow crystals, m... Starting materials: O=C([O-])[O-], CN(C)C=O, OCCSCCCl, Cl, [K+], [K+], Nc1nc(S)nc2c1nc(O)n2Cc1ccccc1, N. The product is Nc1nc(SCCSCCO)nc2c1nc(O)n2Cc1ccccc1. As a reaction SMILES: [C:20](=[O:21])([O-:22])[O-:23].[CH3:35][N:36]([CH3:37])[CH:38]=[O:39].[Cl:26][CH2:27][CH2:28][S:29][CH2:30][CH2:31][OH:32].[ClH:33].[K+:24].[K+:25].[NH2:1][c:2]1[c:3]2[n:4][c:5]([OH:19])[n:6]([CH2:12][c:13]3[cH:14][cH:15][cH:16][cH:17][cH:18]3)[c:7]2[n:8][c:9]([SH:11])[n:10]1.[NH3:34]>>[NH2:1][c:2]1[c:3]2[n:4][c:5]([OH:19])[n:6]([CH2:12][c:13]3[cH:14][cH:15][cH:16][cH:17][cH:18]3)[c:7]2[n:8][c:9]([S:11][CH2:27][CH2:28][S:29][CH2:30][CH2:31][OH:32])[n:10]1. Reactants: FC(C(=O)O)(F)F (Trifluoroacetic acid), C(#N)C1=C(C(=O)OC(C)(C)C)C=CC(=C1)OC(C)C (tert-butyl 2-cyano-4-isopropoxybenzoate). Solvent: ClCCl (dichloromethane). Run at time 2 hour. The product is C(#N)C1=C(C(=O)O)C=CC(=C1)OC(C)C (2-cyano-4-isopropoxybenzoic acid). RXN SMILES: FC(F)(F)C(O)=O.[C:8]([C:10]1[CH:22]=[C:21]([O:23][CH:24]([CH3:26])[CH3:25])[CH:20]=[CH:19][C:11]=1[C:12]([O:14]C(C)(C)C)=[O:13])#[N:9]>ClCCl>[C:8]([C:10]1[CH:22]=[C:21]([O:23][CH:24]([CH3:26])[CH3:25])[CH:20]=[CH:19][C:11]=1[C:12]([OH:14])=[O:13])#[N:9]. Procedure details: Trifluoroacetic acid (0.6 mL, 7.8 mmol) was added drop-wise to a solution of tert-butyl 2-cyano-4-isopropoxybenzoate (82 mg, 0.31 mmol) in dichloromethane (0.6 mL) at 0° C. under N2 atmosphere. After the addition was complete, the cooling bath was removed and stirring was continued for an additional 2 h at 25° C. The solvent was removed under reduced pressure to yield 2-cyano-4-isopropoxybenzoic acid that was used directly in the next step without further purification. The reactants are NC1=CC(=C(C=C1)C=1C(=NC=C(C1)Br)N)F (3-(4-Amino-2-fluorophenyl)-5-bromopyridin-2-amine), C([O-])(O)=O.[Na+] (sodium bicarbonate), CN1N=CC(=C1)B1OC(C(O1)(C)C)(C)C (1-methyl-4-(4,4,5,5-tetramethyl-1,3,2-dioxaborolan-2-yl)-1H-pyrazole), C([O-])([O-])=O.[K+].[K+] (potassium carbonate). Reagents/catalysts: C=1C=CC(=CC1)[P](C=2C=CC=CC2)(C=3C=CC=CC3)[Pd]([P](C=4C=CC=CC4)(C=5C=CC=CC5)C=6C=CC=CC6)([P](C=7C=CC=CC7)(C=8C=CC=CC8)C=9C=CC=CC9)[P](C=1C=CC=CC1)(C=1C=CC=CC1)C=1C=CC=CC1 (tetrakis(triphenylphosphine)palladium). Solvent: O1CCOCC1 (dioxane), O (water). Conditions: temperature 100 celsius. Product: NC1=CC(=C(C=C1)C=1C(=NC=C(C1)C=1C=NN(C1)C)N)F (3-(4-Amino-2-fluorophenyl)-5-(1-methyl-1H-pyrazol-4-yl)pyridin-2-amine). Yield: 93.6%. Reaction SMILES: [NH2:1][C:2]1[CH:7]=[CH:6][C:5]([C:8]2[C:9]([NH2:15])=[N:10][CH:11]=[C:12](Br)[CH:13]=2)=[C:4]([F:16])[CH:3]=1.[CH3:17][N:18]1[CH:22]=[C:21](B2OC(C)(C)C(C)(C)O2)[CH:20]=[N:19]1.C(=O)([O-])[O-].[K+].[K+].C(=O)(O)[O-].[Na+]>O1CCOCC1.O.C1C=CC([P]([Pd]([P](C2C=CC=CC=2)(C2C=CC=CC=2)C2C=CC=CC=2)([P](C2C=CC=CC=2)(C2C=CC=CC=2)C2C=CC=CC=2)[P](C2C=CC=CC=2)(C2C=CC=CC=2)C2C=CC=CC=2)(C2C=CC=CC=2)C2C=CC=CC=2)=CC=1>[NH2:1][C:2]1[CH:7]=[CH:6][C:5]([C:8]2[C:9]([NH2:15])=[N:10][CH:11]=[C:12]([C:21]3[CH:20]=[N:19][N:18]([CH3:17])[CH:22]=3)[CH:13]=2)=[C:4]([F:16])[CH:3]=1 |f:2.3.4,5.6,^1:53,55,74,93|. Procedure: The compound obtained in Step 1 of Example 29 (2 g), 1-methyl-4-(4,4,5,5-tetramethyl-1,3,2-dioxaborolan-2-yl)-1H-pyrazole (1.62 g), tetrakis(triphenylphosphine)palladium (0.41 g) and potassium carbonate (2.94 g) were suspended in dioxane (10 ml) and water (1 ml), and the suspension was heated under reflux at 100° C. for 61 hours. After leaving to cool, a saturated aqueous sodium bicarbonate solution was added, and the organic layer was extracted with ethyl acetate and dried over sodium sulfate. ... The reactants are COC=1C=C(C=CC1OC)N1N=C(C(=CC1=O)O)C(=O)N (1-(3,4-Dimethoxy-phenyl)-4-hydroxy-6-oxo-1,6-dihydro-pyridazine-3-carboxylic acid amide), P(=O)(Cl)(Cl)Cl (phosphorus oxychloride). The solvent is CC#N (CH3CN). Reaction conditions: time 19 hour. The product is ClC=1C(=NN(C(C1)=O)C1=CC(=C(C=C1)OC)OC)C#N (4-Chloro-1-(3,4-dimethoxy-phenyl)-6-oxo-1,6-dihydro-pyridazine-3-carbonitrile). As a reaction SMILES: [CH3:1][O:2][C:3]1[CH:4]=[C:5]([N:11]2[C:16](=[O:17])[CH:15]=[C:14](O)[C:13]([C:19]([NH2:21])=O)=[N:12]2)[CH:6]=[CH:7][C:8]=1[O:9][CH3:10].P(Cl)(Cl)([Cl:24])=O>CC#N>[Cl:24][C:14]1[C:13]([C:19]#[N:21])=[N:12][N:11]([C:5]2[CH:6]=[CH:7][C:8]([O:9][CH3:10])=[C:3]([O:2][CH3:1])[CH:4]=2)[C:16](=[O:17])[CH:15]=1. Reported procedure: The starting amide (30) (190 mg) was dissolved in 1 ml of CH3CN, treated with 1 ml of phosphorus oxychloride, and heated to reflux. After 18-20 hours the reaction was complete by HPLC. The reaction mixture was poured into ice and stirred for one hour. The product was extracted with ethyl acetate, the organic phase dried over magnesium sulfate, filtered, and concentrated to dryness. This material was then purified by normal phase column SiO2 chromatography affording 90 mg of desired nitrile chlor... Reactants: COC=1C=C(C=CC1)C(C)=O (m-methoxyacetophenone), [BH4-].[Na+] (sodium borohydride), CO (methanol), Cl (HCl), ice water. Yields the product COC=1CC(CO)(C=CC1)C (m-methoxy-1-methyl-benzyl alcohol). Yield: 94.0%. RXN SMILES: [CH3:1][O:2][C:3]1[CH:4]=[C:5]([C:9](=[O:11])C)[CH:6]=[CH:7][CH:8]=1.[BH4-].[Na+].Cl.[CH3:15]O>>[CH3:1][O:2][C:3]1[CH2:4][C:5]([CH3:15])([CH:6]=[CH:7][CH:8]=1)[CH2:9][OH:11] |f:1.2|. Procedure details: To m-methoxyacetophenone (100 g, 0.665 mol) in 400 mL of methanol was added with cooling sodium borohydride (30.22 g, 0.799 mol) over a period of 1 h and the mixture was stirred, poured into ice-water, and neutralized with conc. HCl. The above mixture was extracted with ether (3×400 mL), the organic layer was dried over sodium sulfate, and concentrated. The residue was then distilled (149°-151° C. @ 25 mm)(short path column) to afford 95.6 g (94%) of m-methoxy-1-methyl-benzyl alcohol as a clear ...